From a dataset of the Open Reaction Database (ORD), a public repository of structured organic reaction records. describe an organic reaction: reactants, conditions, products, and yield The reactants are [Br-], C1CCOC1, ClC[Si]1(Cl)CCCC1, Fc1ccc([Mg+])c(F)c1. Product: Fc1ccc([Si]2(CCl)CCCC2)c(F)c1. As a reaction SMILES: [Br-:1].[CH2:19]1[O:20][CH2:21][CH2:22][CH2:23]1.[Cl:11][Si:12]1([CH2:17][Cl:18])[CH2:13][CH2:14][CH2:15][CH2:16]1.[F:2][c:3]1[c:4]([Mg+:10])[cH:5][cH:6][c:7]([F:9])[cH:8]1>>[F:2][c:3]1[c:4]([Si:12]2([CH2:17][Cl:18])[CH2:13][CH2:14][CH2:15][CH2:16]2)[cH:5][cH:6][c:7]([F:9])[cH:8]1.